From a dataset of the Open Reaction Database (ORD), a public repository of structured organic reaction records. describe an organic reaction: reactants, conditions, products, and yield Starting materials: COc1c(C)cnc(CSc2nc3ncccc3[nH]2)c1C, ClC(Cl)Cl, O=C(OO)c1cccc(Cl)c1. Yields the product COc1c(C)cnc(CS(=O)c2nc3ncccc3[nH]2)c1C. Reaction SMILES: [CH3:1][c:2]1[c:3]([CH2:11][S:12][c:13]2[nH:14][c:15]3[c:16]([n:17][cH:18][cH:19][cH:20]3)[n:21]2)[n:4][cH:5][c:6]([CH3:10])[c:7]1[O:8][CH3:9].[CH:33]([Cl:34])([Cl:35])[Cl:36].[Cl:22][c:23]1[cH:24][cH:25][cH:26][c:27]([C:28]([O:29][OH:31])=[O:30])[cH:32]1>>[CH3:1][c:2]1[c:3]([CH2:11][S:12]([c:13]2[nH:14][c:15]3[c:16]([n:17][cH:18][cH:19][cH:20]3)[n:21]2)=[O:30])[n:4][cH:5][c:6]([CH3:10])[c:7]1[O:8][CH3:9]. The reactants are CN(C)C=O, CCOC(C)=O, Cc1nnc(CCl)o1, [N-]=[N+]=[N-], [Na+]. Product: Cc1nnc(CN=[N+]=[N-])o1. Reaction SMILES: [CH3:13][N:14]([CH3:15])[CH:16]=[O:17].[CH3:18][CH2:19][O:20][C:21](=[O:22])[CH3:23].[Cl:1][CH2:2][c:3]1[o:4][c:5]([CH3:8])[n:6][n:7]1.[N-:10]=[N+:11]=[N-:12].[Na+:9]>>[CH2:2]([c:3]1[o:4][c:5]([CH3:8])[n:6][n:7]1)[N:10]=[N+:11]=[N-:12].